Dataset: the Open Reaction Database (ORD), a public repository of structured organic reaction records. Task: describe an organic reaction: reactants, conditions, products, and yield Reactants: O1C(CN2C(C=3C(C2=O)=CC=CC3)=O)C1 (N(2,3-epoxypropyl)phthalimide), [OH-].[Na+] (sodium hydroxide), C(=O)(O)CN1CCN(CCN(CCNCC1)CC(=O)O)CC(=O)O (1,4,7-tris(carboxymethyl)-1,4,7,10-tetraazacyclododecane), [OH-].[Na+] (sodium hydroxide), Cl (hydrochloric acid). Solvent: O1CCOCC1 (dioxane), O (water). Run at temperature 50 celsius, time 24 hour. Yields the product C(=O)(O)C1=C(C=CC=C1)C(NCC(CN1CCN(CCN(CCN(CC1)CC(=O)O)CC(=O)O)CC(=O)O)O)=O (10-[5-(2-Carboxyphenyl)-2-hydroxy-5-oxo-4-aza-pentyl]-1,4,7-tris(carboxymethyl)-1,4,7,10-tetraazacyclododecane). As a reaction SMILES: [C:1]([CH2:4][N:5]1[CH2:16][CH2:15][NH:14][CH2:13][CH2:12][N:11]([CH2:17][C:18]([OH:20])=[O:19])[CH2:10][CH2:9][N:8]([CH2:21][C:22]([OH:24])=[O:23])[CH2:7][CH2:6]1)([OH:3])=[O:2].[OH-:25].[Na+].[O:27]1[CH2:41][CH:28]1[CH2:29][N:30]1[C:34](=[O:35])[C:33]2=[CH:36][CH:37]=[CH:38][CH:39]=[C:32]2[C:31]1=[O:40].Cl>O.O1CCOCC1>[C:31]([C:32]1[CH:39]=[CH:38][CH:37]=[CH:36][C:33]=1[C:34](=[O:35])[NH:30][CH2:29][CH:28]([OH:27])[CH2:41][N:14]1[CH2:13][CH2:12][N:11]([CH2:17][C:18]([OH:20])=[O:19])[CH2:10][CH2:9][N:8]([CH2:21][C:22]([OH:24])=[O:23])[CH2:7][CH2:6][N:5]([CH2:4][C:1]([OH:3])=[O:2])[CH2:16][CH2:15]1)([OH:40])=[O:25] |f:1.2|. Reported procedure: 50 g (144.3 mmol) of 1,4,7-tris(carboxymethyl)-1,4,7,10-tetraazacyclododecane (D03A) is dissolved in 250 ml of water, and the pH is set at 13 with 5N sodium hydroxide solution. Then, a solution of 38.12 g (187.6 mmol) of N(2,3-epoxypropyl)phthalimide (Aldrich) in 100 ml of dioxane is added in drops within one hour, stirred for 24 hours at 50° C., and the pH is kept at 13 by adding 5N sodium hydroxide solution. The solution is set at pH 2 with 10% hydrochloric acid and evaporated to the dry state... The reactants are O(S(=O)(=O)C(F)(F)F)C1=CC2=CC=CC=C2C=C1 (2-naphthyl triflate), CN(CCOC=C)C ([2-(dimethylamino)ethoxy]ethene), C1(=CC=CC=C1)P(C1=CC=CC=C1)C1=CC=CC=C1 (triphenylphosphine), CN(C)C=O (DMF). Reagents/catalysts: C(C)(=O)[O-].[Pd+2].C(C)(=O)[O-] (palladium acetate). Solvent: CCCCC (pentane). Product: CN(CCOC=CC1=CC2=CC=CC=C2C=C1)C (N,N-Dimethyl-2-[2-(2-naphthyl)ethenyloxy]ethanamine). Isolated yield 87.0%. As a reaction SMILES: O([C:9]1[CH:18]=[CH:17][C:16]2[C:11](=[CH:12][CH:13]=[CH:14][CH:15]=2)[CH:10]=1)S(C(F)(F)F)(=O)=O.[CH3:19][N:20]([CH3:26])[CH2:21][CH2:22][O:23][CH:24]=[CH2:25].C1(P(C2C=CC=CC=2)C2C=CC=CC=2)C=CC=CC=1.CN(C=O)C>CCCCC.C([O-])(=O)C.[Pd+2].C([O-])(=O)C>[CH3:19][N:20]([CH3:26])[CH2:21][CH2:22][O:23][CH:24]=[CH:25][C:9]1[CH:18]=[CH:17][C:16]2[C:11](=[CH:12][CH:13]=[CH:14][CH:15]=2)[CH:10]=1 |f:5.6.7|. Reported procedure: Table 1, Entry 7. In the reaction tube were mixed 2-naphthyl triflate (0.276 g, 1.0 mmol), [2-(dimethylamino)ethoxy]ethene (0.23 g, 2.0 mmol), palladium acetate (0.00673 g, 0.030 mmol), triphenylphosphine (0.0173 g, 0.066 mmol) triethylamine (0.202 g, 2.0 mmol) and 0.75 ml DMF.under nitrogen. The contents of the flask were irradiated for 7.00 min with an effect of 35 W. After cooling, the product mixture was diluted with 50 ml pentane, transferred to a separatory funnel and washed with 2×25 ml w...